Dataset: the Open Reaction Database (ORD), a public repository of structured organic reaction records. Task: describe an organic reaction: reactants, conditions, products, and yield The reactants are CC=1C(=CC2=CC=CC=C2C1)C(=O)O (3-methyl-2-naphthoic acid), [H-].[Al+3].[Li+].[H-].[H-].[H-] (lithium aluminum hydride). Solvent: C1CCOC1 (THF). Run at temperature 0 celsius, time 5 minute. Product: CC=1C(=CC2=CC=CC=C2C1)CO (3-Methyl-2-naphthalenemethanol). The yield is 99.3%. As a reaction SMILES: [CH3:1][C:2]1[C:3]([C:12](O)=[O:13])=[CH:4][C:5]2[C:10]([CH:11]=1)=[CH:9][CH:8]=[CH:7][CH:6]=2.[H-].[Al+3].[Li+].[H-].[H-].[H-]>C1COCC1>[CH3:1][C:2]1[C:3]([CH2:12][OH:13])=[CH:4][C:5]2[C:10]([CH:11]=1)=[CH:9][CH:8]=[CH:7][CH:6]=2 |f:1.2.3.4.5.6|. Procedure details: A solution of 3-methyl-2-naphthoic acid (5.0 g, 26.9 mmol) in anhydrous THF (75 mL) was cooled to 0° C. and treated with lithium aluminum hydride (1M in THF, 26.9 mL, 26.9 mmol) added dropwise. After the addition was complete, the resulting mixture was stirred 5 minutes at 0° C., the ice bath was removed, the mixture warmed to room temperature and stirred a total of 20 hours. The mixture was cooled to 0° C. and quenched by dropwise addition of water (1.02 mL), followed by 15% NaOH (1.02 mL), and... Reactants: C1CCOC1, CO, COC(=O)C(C)(C)c1ccccc1F, [Na+], [OH-], O. Product: CC(C)(C(=O)O)c1ccccc1F. As a reaction SMILES: [CH2:20]1[O:21][CH2:22][CH2:23][CH2:24]1.[CH3:18][OH:19].[F:3][c:4]1[c:5]([C:10]([C:11](=[O:12])[O:13][CH3:14])([CH3:15])[CH3:16])[cH:6][cH:7][cH:8][cH:9]1.[Na+:2].[OH-:1].[OH2:17]>>[F:3][c:4]1[c:5]([C:10]([C:11](=[O:12])[OH:13])([CH3:15])[CH3:16])[cH:6][cH:7][cH:8][cH:9]1. The reactants are OCCOC1=NC2=CC=C(C=C2C(=N1)NCC1=CC2=C(C=C1)OCO2)C#N (2-(2-hydroxyethyl)oxy-4-(3,4-methylenedioxybenzyl)amino-6-cyanoquinazoline), C(C(=O)Cl)(=O)Cl (oxalyl chloride), C(C)(C)N(C(C)C)CC (N,N-diisopropylethylamine), C(C)OC(=O)C=P(C1=CC=CC=C1)(C1=CC=CC=C1)C1=CC=CC=C1 (ethoxycarbonylmethylenetriphenylphosphorane). Conditions: time 10 minute. Run in CS(=O)C (dimethyl sulfoxide), O (water), CS(=O)C (dimethyl sulfoxide), C(Cl)Cl (methylene chloride). Reaction SMILES: C(Cl)(=O)C(Cl)=O.OCC[O:10][C:11]1[N:20]=[C:19]([NH:21][CH2:22][C:23]2[CH:28]=[CH:27][C:26]3[O:29][CH2:30][O:31][C:25]=3[CH:24]=2)[C:18]2[C:13](=[CH:14][CH:15]=[C:16]([C:32]#[N:33])[CH:17]=2)[N:12]=1.C(N(CC)[CH:38]([CH3:40])[CH3:39])(C)C.[CH2:43]([O:45][C:46](C=P(C1C=CC=CC=1)(C1C=CC=CC=1)C1C=CC=CC=1)=[O:47])[CH3:44]>CS(C)=O.O.C(Cl)Cl>[CH2:43]([O:45][C:46]([CH:40]=[CH:38][CH2:39][O:10][C:11]1[N:20]=[C:19]([NH:21][CH2:22][C:23]2[CH:28]=[CH:27][C:26]3[O:29][CH2:30][O:31][C:25]=3[CH:24]=2)[C:18]2[C:13](=[CH:14][CH:15]=[C:16]([C:32]#[N:33])[CH:17]=2)[N:12]=1)=[O:47])[CH3:44]. Reported procedure: 250 μl of dimethyl sulfoxide was slowly dropped into a mixture comprising 150 μl of oxalyl chloride and 15 ml of methylene chloride which had been preliminarily cooled in a dry ice/acetone bath. After 10 minutes, a solution of 500 mg of 2-(2-hydroxyethyl)oxy-4-(3,4-methylenedioxybenzyl)amino-6-cyanoquinazoline in 1 ml of dimethyl sulfoxide was dropped into the mixture prepared above at the same temperature and after 10 minutes, 1.4 ml of N,N-diisopropylethylamine was dropped thereinto at the sam... Yields the product C(C)OC(=O)C=CCOC1=NC2=CC=C(C=C2C(=N1)NCC1=CC2=C(C=C1)OCO2)C#N (2-(3-ethoxycarbonyl-2-propenyl)oxy-4-(3,4-methylenedioxybenzyl)amino-6-cyanoquinazoline). Starting materials: F[B-](F)(F)F, BrCCCCBr, CCCC[n+]1ccn(C)c1, COC(=O)CC(=O)OC, [K+], [K+], O=C([O-])[O-], CN(C)C=O, O. Yields the product COC(=O)C1(C(=O)OC)CCCC1. RXN SMILES: [B-:22]([F:23])([F:24])([F:25])[F:26].[Br:10][CH2:11][CH2:12][CH2:13][CH2:14][Br:15].[CH2:27]([n+:28]1[cH:29][cH:30][n:31]([CH3:32])[cH:33]1)[CH2:34][CH2:35][CH3:36].[CH3:1][O:2][C:3]([CH2:4][C:5](=[O:6])[O:7][CH3:8])=[O:9].[K+:16].[K+:17].[O-:18][C:19]([O-:20])=[O:21].[O:37]=[CH:38][N:39]([CH3:40])[CH3:41].[OH2:42]>>[CH3:1][O:2][C:3]([C:4]1([C:5](=[O:6])[O:7][CH3:8])[CH2:11][CH2:12][CH2:13][CH2:14]1)=[O:9]. The reactants are COc1cc(C(=O)OCc2ccccc2)ccc1OCc1ccccc1, CC(=O)O, ClCCl, O=[N+]([O-])O, O=S(=O)(O)O. Yields the product COc1cc(C(=O)OCc2ccccc2)c([N+](=O)[O-])cc1OCc1ccccc1. Reaction SMILES: [CH2:1]([c:2]1[cH:3][cH:4][cH:5][cH:6][cH:7]1)[O:8][c:9]1[c:10]([O:25][CH3:26])[cH:11][c:12]([C:13](=[O:14])[O:15][CH2:16][c:17]2[cH:18][cH:19][cH:20][cH:21][cH:22]2)[cH:23][cH:24]1.[CH3:27][C:28](=[O:29])[OH:30].[Cl:40][CH2:41][Cl:42].[OH:36][N+:37]([O-:38])=[O:39].[S:31](=[O:32])(=[O:33])([OH:34])[OH:35]>>[CH2:1]([c:2]1[cH:3][cH:4][cH:5][cH:6][cH:7]1)[O:8][c:9]1[c:10]([O:25][CH3:26])[cH:11][c:12]([C:13](=[O:14])[O:15][CH2:16][c:17]2[cH:18][cH:19][cH:20][cH:21][cH:22]2)[c:23]([N+:37](=[O:36])[O-:38])[cH:24]1. Reactants: C(Cl)(Cl)Cl.CO (CHCl3 MeOH), ClC1=C(C2=C(C(=CO2)C(=O)C2=CC=C(C=C2)OC)C=C1O)Cl ((6,7-Dichloro-5-hydroxy-benzofuran-3-yl)-(4-methoxyphenyl)-methanone), O (water), [N+](=O)(O)[O-] (nitric acid). Solvent: C(C)(=O)O (acetic acid). Conditions: temperature 60 celsius. Yields the product ClC1=C(C2=C(C(=CO2)C(C2=CC=C(C=C2)OC)=O)C(C1=O)=O)Cl (6,7-Dichloro-3-(4-methoxy-benzoyl)-benzofuran-4,5-dione). Reaction SMILES: [Cl:1][C:2]1[C:20]([OH:21])=[CH:19][C:5]2[C:6]([C:9]([C:11]3[CH:16]=[CH:15][C:14]([O:17][CH3:18])=[CH:13][CH:12]=3)=[O:10])=[CH:7][O:8][C:4]=2[C:3]=1[Cl:22].[N+]([O-])(O)=[O:24].O.C(Cl)(Cl)Cl.CO>C(O)(=O)C>[Cl:1][C:2]1[C:20](=[O:21])[C:19](=[O:24])[C:5]2[C:6]([C:9](=[O:10])[C:11]3[CH:16]=[CH:15][C:14]([O:17][CH3:18])=[CH:13][CH:12]=3)=[CH:7][O:8][C:4]=2[C:3]=1[Cl:22] |f:3.4|. Procedure: To a suspension of compound 10f (100 mg, 0.29 mmol) in glacial acetic acid (2 mL) at room temperature was added nitric acid (0.1 mL, d 1.35) dropwise with vigorous stirring. The mixture was heated at 60° C. for 3 hr, allowed to cool for 30 min, and poured into cold water. The resulting precipitate was filtered, washed with water, and dried under high vacuum to afford compound SKC-BF-05 (45 mg, 42%) as an orange solid. TLC Rf=0.7 (CHCl3-MeOH, 9:1); 1H NMR (CDCl3) δ 7.89 (s, 1H), 7.85 (d, J=9.0 Hz... As a reaction SMILES: [C:1]1([C:7]2[O:8][C:9]([CH3:25])=[C:10]([CH2:12][CH2:13][O:14]S(C3C=CC(C)=CC=3)(=O)=O)[N:11]=2)[CH:6]=[CH:5][CH:4]=[CH:3][CH:2]=1.C(OC(=O)C(C)(OC1C=CC=CC=1)CC1C=CC(O)=CC=1)C.C([O:50][C:51](=[O:70])[C:52]([CH3:69])([O:61][C:62]1[CH:63]=[C:64]([CH3:68])[CH:65]=[CH:66][CH:67]=1)[CH2:53][C:54]1[CH:59]=[CH:58][C:57](O)=[CH:56][CH:55]=1)C.C([O-])([O-])=O.[K+].[K+].[OH-].[Na+]>C(O)C>[CH3:69][C:52]([O:61][C:62]1[CH:63]=[C:64]([CH3:68])[CH:65]=[CH:66][CH:67]=1)([CH2:53][C:54]1[CH:59]=[CH:58][C:57]([O:14][CH2:13][CH2:12][C:10]2[N:11]=[C:7]([C:1]3[CH:2]=[CH:3][CH:4]=[CH:5][CH:6]=3)[O:8][C:9]=2[CH3:25])=[CH:56][CH:55]=1)[C:51]([OH:70])=[O:50] |f:3.4.5,6.7|. Yields the product CC(C(=O)O)(CC1=CC=C(C=C1)OCCC=1N=C(OC1C)C1=CC=CC=C1)OC=1C=C(C=CC1)C (2-methyl-3-{4-[2-(5-methyl-2-phenyl-oxazol-4-yl)-ethoxy]-phenyl}-2-m-tolyloxy-propionic acid). Run in C(C)O (ethanol), C(C)O (ethanol), C(C)O (ethanol), C(C)O (ethanol). Conditions: temperature 55 celsius. Procedure details: Standard Procedure (A): Toluene-4-sulfonic acid 2-(2-phenyl-5-methyl-oxazol-4-yl)-ethyl ester (0.47 g, 0.132 mmol) was added to a one dram, screw-cap vial and diluted with ethanol (0.5 mL). To this solution are added 3-(4-hydroxyphenyl)-2-methyl-2-phenoxypropionic acid ethyl ester (0.5 mL of a 0.264 M solution in ethanol, 0.132 mmol) and polystyrene bound 1,5,7-triazabicyclo[4.4.0]dec-5-ene (100-125 mg, 2.6 mmol/g) and the vial was tightly closed. The reaction vessel was heated in a block heater... The reactants are [OH-].[Na+] (NaOH), C1(=CC=CC=C1)C=1OC(=C(N1)CCOS(=O)(=O)C1=CC=C(C=C1)C)C (Toluene-4-sulfonic acid 2-(2-phenyl-5-methyl-oxazol-4-yl)-ethyl ester), C(C)OC(C(CC1=CC=C(C=C1)O)(OC=1C=C(C=CC1)C)C)=O (3-(4-hydroxy-phenyl)-2-methyl-2-m-tolyloxy-propionic acid ethyl ester), CC1=C(N=C(O1)C1=CC=CC=C1)CCOS(=O)(=O)C1=CC=C(C=C1)C (toluene-4-sulfonic acid 2-(5-methyl-2-phenyl-oxazol-4-yl)-ethyl ester), C(=O)([O-])[O-].[K+].[K+] (K2CO3), C(C)OC(C(CC1=CC=C(C=C1)O)(OC1=CC=CC=C1)C)=O (3-(4-hydroxyphenyl)-2-methyl-2-phenoxypropionic acid ethyl ester), solution, polystyrene.